From a dataset of the Open Reaction Database (ORD), a public repository of structured organic reaction records. describe an organic reaction: reactants, conditions, products, and yield The reactants are CC1(OB(OC1(C)C)C=1C=CC2=C(N=C(O2)C2CCN(CC2)C(=O)OC(C)C)C1)C (Isopropyl 4-(5-(4,4,5,5-tetramethyl-1,3,2-dioxaborolan-2-yl)benzo[d]oxazol-2-yl)piperidine-1-carboxylate), ClC1=NC=C(C(=O)N)C=C1 (6-chloronicotinamide). The product is C(N)(=O)C=1C=CC(=NC1)C=1C=CC2=C(N=C(O2)C2CCN(CC2)C(=O)OC(C)C)C1 (Isopropyl 4-[5-(5-carbamoylpyridin-2-yl)benzo[d]oxazol-2-yl]piperidine-1-carboxylate). Isolated yield 16.3%. Reaction SMILES: CC1(C)C(C)(C)OB([C:9]2[CH:10]=[CH:11][C:12]3[O:16][C:15]([CH:17]4[CH2:22][CH2:21][N:20]([C:23]([O:25][CH:26]([CH3:28])[CH3:27])=[O:24])[CH2:19][CH2:18]4)=[N:14][C:13]=3[CH:29]=2)O1.Cl[C:32]1[CH:40]=[CH:39][C:35]([C:36]([NH2:38])=[O:37])=[CH:34][N:33]=1>>[C:36]([C:35]1[CH:39]=[CH:40][C:32]([C:9]2[CH:10]=[CH:11][C:12]3[O:16][C:15]([CH:17]4[CH2:18][CH2:19][N:20]([C:23]([O:25][CH:26]([CH3:27])[CH3:28])=[O:24])[CH2:21][CH2:22]4)=[N:14][C:13]=3[CH:29]=2)=[N:33][CH:34]=1)(=[O:37])[NH2:38]. Procedure details: Following the General Procedure-3, the titled compound (40 mg) was prepared from Intermediate 14 (250 mg, 0.6 mmol) and 6-chloronicotinamide (94 mg, 0.6 mmol) as an off-white solid. M.P.: 227-230° C. MS (m/z): 409.1 [M+H]+. Starting materials: C(=O)([O-])[O-].[K+].[K+] (K2CO3), COC1=C(C=CC(=C1)OC)O (2,4-dimethoxyphenol), COCCl (chloromethyl methyl ether), COCCl (Chloromethyl methyl ether). Solvent: CC(=O)C (acetone), CC(=O)C (acetone). Run at time 18 hour. Product: COC1=CC(=C(C=C1)OCOC)OC (1,3-dimethoxy-4-methoxymethoxybenzene). Reaction SMILES: C([O-])([O-])=O.[K+].[K+].[CH3:7][O:8][C:9]1[CH:14]=[C:13]([O:15][CH3:16])[CH:12]=[CH:11][C:10]=1[OH:17].[CH3:18][O:19][CH2:20]Cl>CC(C)=O>[CH3:16][O:15][C:13]1[CH:12]=[CH:11][C:10]([O:17][CH2:18][O:19][CH3:20])=[C:9]([O:8][CH3:7])[CH:14]=1 |f:0.1.2|. Procedure details: To anhydrous K2CO3 (3.55 g) in acetone (10 mL) under N2 was added 2,4-dimethoxyphenol (3.3 g, J.O.C. 1984, 49, 4740) in acetone (20 mL). Chloromethyl methyl ether (1.79 mL) was added dropwise and the mixture was stirred at room temperature for 18 h then heated to 50° C. for 24 h. Additional quantity of chloromethyl methyl ether (1.79 mL) was added and the mixture was stirred for another day at 50° C. and evaporated. The residue was taken up with water and extracted with AcOEt. The extract was dr... Starting materials: CCOC(=O)CC(NC(=O)OCc1ccccc1)c1cccc(NC(=O)OCCc2ccc(C(Nc3ccc4c(N(C(=O)OC(C)(C)C)C(=O)OC(C)(C)C)nccc4c3)C(=O)O)cc2C)c1, CO, Cl. The product is CCOC(=O)CC(N)c1cccc(NC(=O)OCCc2ccc(C(Nc3ccc4c(N(C(=O)OC(C)(C)C)C(=O)OC(C)(C)C)nccc4c3)C(=O)O)cc2C)c1. As a reaction SMILES: [CH2:1]([O:2][C:3](=[O:4])[NH:11][CH:12]([CH2:13][C:14](=[O:15])[O:16][CH2:17][CH3:18])[c:19]1[cH:20][c:21]([NH:25][C:26](=[O:27])[O:28][CH2:29][CH2:30][c:31]2[c:32]([CH3:67])[cH:33][c:34]([CH:37]([C:38](=[O:39])[OH:40])[NH:41][c:42]3[cH:43][c:44]4[cH:45][cH:46][n:47][c:48]([N:52]([C:53](=[O:54])[O:55][C:56]([CH3:57])([CH3:58])[CH3:59])[C:60](=[O:61])[O:62][C:63]([CH3:64])([CH3:65])[CH3:66])[c:49]4[cH:50][cH:51]3)[cH:35][cH:36]2)[cH:22][cH:23][cH:24]1)[c:5]1[cH:6][cH:7][cH:8][cH:9][cH:10]1.[CH3:68][OH:69].[ClH:70]>>[NH2:11][CH:12]([CH2:13][C:14](=[O:15])[O:16][CH2:17][CH3:18])[c:19]1[cH:20][c:21]([NH:25][C:26](=[O:27])[O:28][CH2:29][CH2:30][c:31]2[c:32]([CH3:67])[cH:33][c:34]([CH:37]([C:38](=[O:39])[OH:40])[NH:41][c:42]3[cH:43][c:44]4[cH:45][cH:46][n:47][c:48]([N:52]([C:53](=[O:54])[O:55][C:56]([CH3:57])([CH3:58])[CH3:59])[C:60](=[O:61])[O:62][C:63]([CH3:64])([CH3:65])[CH3:66])[c:49]4[cH:50][cH:51]3)[cH:35][cH:36]2)[cH:22][cH:23][cH:24]1. The reactants are ClC1=CC2=C(SC(=C2)C=CCCCCC)C=C1 (5-chloro-2-(hepten-1-yl)benzo[b]thiophene), [BH4-] (borohydride), Ni(II)acetate tetrahydrate. Solvent: CO (methanol). The product is ClC1=CC2=C(SC(=C2)CCCCCCC)C=C1 (5-Chloro-2-heptylbenzo[b]thiophene). Yield: 48.2%. RXN SMILES: [Cl:1][C:2]1[CH:17]=[CH:16][C:5]2[S:6][C:7]([CH:9]=[CH:10][CH2:11][CH2:12][CH2:13][CH2:14][CH3:15])=[CH:8][C:4]=2[CH:3]=1.[BH4-]>CO>[Cl:1][C:2]1[CH:17]=[CH:16][C:5]2[S:6][C:7]([CH2:9][CH2:10][CH2:11][CH2:12][CH2:13][CH2:14][CH3:15])=[CH:8][C:4]=2[CH:3]=1. Reported procedure: To a solution of 0.36 g (1.36 mmol) of 5-chloro-2-(hepten-1-yl)benzo[b]thiophene in 50 ml methanol were added 5 g (15 mmol) of borohydride exchange resin and 375 mg (1.51 mmol) Ni(II)acetate tetrahydrate, and the mixture was refluxed for 1 h. It was cooled to room temperature and the resin removed by filtration. The resin was heated twice with 50 ml methanol, and the combined filtrates were concentrated under reduced pressure. The residue was eluted through a column of silica gel with hexane, an... Reactants: C(C)OC(=N)C=1SC(=CC1)Cl (5-chlorothiophene-2-carboximidic acid ethyl ester), OC(C(C)=O)O (dihydroxyacetone), N (ammonia). Solvent: CO (methanol). Reaction conditions: temperature 77 celsius. Yields the product ClC1=CC=C(S1)C1=NC=C(N1)CO ([2-(5-Chlorothiophen-2-yl)-3H-imidazol-4-yl]methanol). The yield is 95.6%. RXN SMILES: C(O[C:4]([C:6]1[S:7][C:8]([Cl:11])=[CH:9][CH:10]=1)=[NH:5])C.[OH:12][CH:13](O)[C:14](=O)[CH3:15].[NH3:18]>CO>[Cl:11][C:8]1[S:7][C:6]([C:4]2[NH:5][C:14]([CH2:13][OH:12])=[CH:15][N:18]=2)=[CH:10][CH:9]=1. Reported procedure: A mixture of 5-chlorothiophene-2-carboximidic acid ethyl ester (38.7 g, 0.171 mol), 15.4 g of dihydroxyacetone (0.171 mol) and 102.18 g of gaseous ammonia (6.0 mol) in 500 ml of methanol was heated at 77° C. in a high-pressure reactor. After cooling and evaporation under vacuum, ammonium chloride was filtered and washed with methanol. The filtrate was concentrated under vacuum and yielded 35.1 g of crude product, which was used without further purification. Reactants: O=C([O-])C=CC(=O)[O-], Cc1ccc(S(=O)(=O)OCC2COc3ccc4nc(C)ccc4c3O2)cc1, NC1CCC(c2c[nH]c3ccc(F)cc23)CC1. The product is Cc1ccc2c3c(ccc2n1)OCC(CNC1CCC(c2c[nH]c4ccc(F)cc24)CC1)O3. Reaction SMILES: [C:45]([O-:46])(=[O:47])[CH:48]=[CH:49][C:50]([O-:51])=[O:52].[CH3:1][c:2]1[n:3][c:4]2[cH:5][cH:6][c:7]3[c:8]([c:9]2[cH:10][cH:11]1)[O:12][CH:13]([CH2:16][O:17][S:18]([c:19]1[cH:20][cH:21][c:22]([CH3:23])[cH:24][cH:25]1)(=[O:26])=[O:27])[CH2:14][O:15]3.[F:28][c:29]1[cH:30][c:31]2[c:32]([CH:38]3[CH2:39][CH2:40][CH:41]([NH2:44])[CH2:42][CH2:43]3)[cH:33][nH:34][c:35]2[cH:36][cH:37]1>>[CH3:1][c:2]1[n:3][c:4]2[cH:5][cH:6][c:7]3[c:8]([c:9]2[cH:10][cH:11]1)[O:12][CH:13]([CH2:16][NH:44][CH:41]1[CH2:40][CH2:39][CH:38]([c:32]2[c:31]4[cH:30][c:29]([F:28])[cH:37][cH:36][c:35]4[nH:34][cH:33]2)[CH2:43][CH2:42]1)[CH2:14][O:15]3. The product is CC(C)(C)OC(=O)Nc1cnccc1C1(O)CCN(C(=O)OCc2ccccc2)C1. The reactants are [Li]C(C)(C)C, C1CCOC1, CCCCC, O=C1CCN(C(=O)OCc2ccccc2)C1, CC(C)(C)OC(=O)Nc1cccnc1. RXN SMILES: [C:15]([Li:16])([CH3:17])([CH3:18])[CH3:19].[CH2:36]1[O:37][CH2:38][CH2:39][CH2:40]1.[CH3:41][CH2:42][CH2:43][CH2:44][CH3:45].[O:20]=[C:21]1[CH2:22][N:23]([C:26](=[O:27])[O:28][CH2:29][c:30]2[cH:31][cH:32][cH:33][cH:34][cH:35]2)[CH2:24][CH2:25]1.[n:1]1[cH:2][c:3]([NH:7][C:8]([O:9][C:10]([CH3:11])([CH3:12])[CH3:13])=[O:14])[cH:4][cH:5][cH:6]1>>[n:1]1[cH:2][c:3]([NH:7][C:8]([O:9][C:10]([CH3:11])([CH3:12])[CH3:13])=[O:14])[c:4]([C:21]2([OH:20])[CH2:22][N:23]([C:26](=[O:27])[O:28][CH2:29][c:30]3[cH:31][cH:32][cH:33][cH:34][cH:35]3)[CH2:24][CH2:25]2)[cH:5][cH:6]1. Procedure: Ethanolamine (4 ml, 66.3 mmol) in dioxane (50 ml) in the presence of potassium carbonate (6.9 g, 50 mmol) was reacted with 2-bromo-1,1-dimethoxyethane (5 ml, 42.3 mmol) at 75° C. for 6 hours. The solid was filtered and washed with dioxane. The recovered organic phase was concentrated and purified by chromatography on silica gel. Elution with dichloromethane followed by increased polarity to dichloromethane:methanol (97:3), dichloromethane:methanolic ammonia (94:6) yielded 2-((2,2-dimethoxyethyl)... Product: N (ammonia), COC(CNCCO)OC (2-((2,2-dimethoxyethyl)amino)ethanol). Yield: 48.5%. RXN SMILES: [CH2:1]([CH2:3][NH2:4])[OH:2].C(=O)([O-])[O-].[K+].[K+].Br[CH2:12][CH:13]([O:16][CH3:17])[O:14][CH3:15]>O1CCOCC1>[NH3:4].[CH3:15][O:14][CH:13]([O:16][CH3:17])[CH2:12][NH:4][CH2:3][CH2:1][OH:2] |f:1.2.3|. Solvent: O1CCOCC1 (dioxane). Reactants: C(O)CN (Ethanolamine), C([O-])([O-])=O.[K+].[K+] (potassium carbonate), BrCC(OC)OC (2-bromo-1,1-dimethoxyethane).